The task is: describe an organic reaction: reactants, conditions, products, and yield. This data is from the Open Reaction Database (ORD), a public repository of structured organic reaction records. Starting materials: COC(=O)C1=C(O)c2ccc3ccccc3c2S(=O)(=O)N1C, Cc1ccnc(N)c1, Cc1ccccc1C. Yields the product Cc1ccnc(NC(=O)C2=C(O)c3ccc4ccccc4c3S(=O)(=O)N2C)c1. As a reaction SMILES: [CH3:1][O:2][C:3](=[O:4])[C:5]1=[C:10]([OH:11])[c:9]2[c:8]([c:19]3[c:14]([cH:13][cH:12]2)[cH:15][cH:16][cH:17][cH:18]3)[S:7](=[O:20])(=[O:21])[N:6]1[CH3:22].[NH2:23][c:24]1[n:25][cH:26][cH:27][c:28]([CH3:30])[cH:29]1.[c:31]1([CH3:32])[c:33]([CH3:34])[cH:35][cH:36][cH:37][cH:38]1>>[C:3](=[O:4])([C:5]1=[C:10]([OH:11])[c:9]2[c:8]([c:19]3[c:14]([cH:13][cH:12]2)[cH:15][cH:16][cH:17][cH:18]3)[S:7](=[O:20])(=[O:21])[N:6]1[CH3:22])[NH:23][c:24]1[n:25][cH:26][cH:27][c:28]([CH3:30])[cH:29]1. Reactants: CCCCO, COc1cc(Nc2cc(C(F)(F)F)nc(S(C)(=O)=O)n2)n[nH]1, CCN(C(C)C)C(C)C, Cl, CC(N)c1ncc(F)cn1. The product is COc1cc(Nc2cc(C(F)(F)F)nc(NC(C)c3ncc(F)cn3)n2)n[nH]1. Reaction SMILES: [CH2:43]([OH:44])[CH2:45][CH2:46][CH3:47].[CH3:12][O:13][c:14]1[cH:15][c:16]([NH:19][c:20]2[n:21][c:22]([S:30]([CH3:31])(=[O:32])=[O:33])[n:23][c:24]([C:26]([F:27])([F:28])[F:29])[cH:25]2)[n:17][nH:18]1.[CH:34]([N:35]([CH2:36][CH3:37])[CH:38]([CH3:39])[CH3:40])([CH3:41])[CH3:42].[ClH:1].[F:2][c:3]1[cH:4][n:5][c:6]([CH:9]([CH3:10])[NH2:11])[n:7][cH:8]1>>[F:2][c:3]1[cH:4][n:5][c:6]([CH:9]([CH3:10])[NH:11][c:22]2[n:21][c:20]([NH:19][c:16]3[cH:15][c:14]([O:13][CH3:12])[nH:18][n:17]3)[cH:25][c:24]([C:26]([F:27])([F:28])[F:29])[n:23]2)[n:7][cH:8]1. The reactants are CC(C)(C)OC(=O)N1CCCN(C(=O)c2ccc3[nH]c(C(=O)O)cc3c2)CC1, CCN=C=NCCCN(C)C, Cl, O=S1(=O)CCNCC1. The product is CC(C)(C)OC(=O)N1CCCN(C(=O)c2ccc3[nH]c(C(=O)N4CCS(=O)(=O)CC4)cc3c2)CC1. Reaction SMILES: [C:1]([CH3:2])([CH3:3])([CH3:4])[O:5][C:6](=[O:7])[N:8]1[CH2:9][CH2:10][N:11]([C:15](=[O:16])[c:17]2[cH:18][c:19]3[cH:20][c:21]([C:26](=[O:27])[OH:28])[nH:22][c:23]3[cH:24][cH:25]2)[CH2:12][CH2:13][CH2:14]1.[CH2:38]([N:39]=[C:40]=[N:41][CH2:42][CH2:43][CH2:44][N:45]([CH3:46])[CH3:47])[CH3:48].[ClH:37].[S:29]1(=[O:35])(=[O:36])[CH2:30][CH2:31][NH:32][CH2:33][CH2:34]1>>[C:1]([CH3:2])([CH3:3])([CH3:4])[O:5][C:6](=[O:7])[N:8]1[CH2:9][CH2:10][N:11]([C:15](=[O:16])[c:17]2[cH:18][c:19]3[cH:20][c:21]([C:26](=[O:27])[N:32]4[CH2:31][CH2:30][S:29](=[O:35])(=[O:36])[CH2:34][CH2:33]4)[nH:22][c:23]3[cH:24][cH:25]2)[CH2:12][CH2:13][CH2:14]1. Starting materials: ClC1=C(C=C(C=C1)C1=CC(=CC=C1)C)C(=O)OC (Methyl 4-chloro-3′-methylbiphenyl-3-carboxylate), C1CC(=O)N(C1=O)Br (NBS), CC(C)(C#N)N=NC(C)(C)C#N (AIBN). The solvent is C(Cl)(Cl)(Cl)Cl (CCl4). Yields the product BrCC=1C=C(C=CC1)C1=CC(=C(C=C1)Cl)C(=O)OC (methyl 3′-(bromo-methyl)-4-chlorobiphenyl-3-carboxylate). Isolated yield 95.1%. RXN SMILES: [Cl:1][C:2]1[CH:7]=[CH:6][C:5]([C:8]2[CH:13]=[CH:12][CH:11]=[C:10]([CH3:14])[CH:9]=2)=[CH:4][C:3]=1[C:15]([O:17][CH3:18])=[O:16].C1C(=O)N([Br:26])C(=O)C1.CC(N=NC(C#N)(C)C)(C#N)C>C(Cl)(Cl)(Cl)Cl>[Br:26][CH2:14][C:10]1[CH:9]=[C:8]([C:5]2[CH:6]=[CH:7][C:2]([Cl:1])=[C:3]([C:15]([O:17][CH3:18])=[O:16])[CH:4]=2)[CH:13]=[CH:12][CH:11]=1. Procedure details: Methyl 4-chloro-3′-methylbiphenyl-3-carboxylate (1.77 g, 6.5 mmol) and NBS (1.27 g, 7.19 mmol) were dissolved in CCl4 (20 mL), a catalytic amount of AIBN was added and the mixture was heated at reflux overnight. The reaction mixture was filtered, the solvent was removed in vacuo and the residue was purified using automated medium pressure silica gel chromatography (ISCO) eluting with 20% ethyl acetate/hexane to obtain methyl 3′-(bromo-methyl)-4-chlorobiphenyl-3-carboxylate (2.10 g, 91%) as a pal... Starting materials: C([O-])(O)=O.[Na+] (sodium bicarbonate), OC(C(=O)O)(C)C (2-hydroxy-2-methylpropanoic acid), CCN=C=NCCCN(C)C.Cl (WSC hydrochloride), C=1C=CC2=C(C1)N=NN2O (HOBt), C1(=CC=CC2=CC=CC=C12)[C@@H](C)N(C(OC(C)(C)C)=O)CC1CNCC1C1=CC=CC=C1 (tert-butyl [(1R)-1-(1-naphthyl)ethyl]{[4-phenylpyrrolidin-3-yl]methyl}carbamate). The solvent is C(C)#N (acetonitrile), O (water). Reaction conditions: temperature 60 celsius, time 12 hour. Yields the product Cl.CC(C(=O)N1CC(C(C1)C1=CC=CC=C1)CN[C@H](C)C1=CC=CC2=CC=CC=C12)(C)O (2-methyl-1-[3-({[(1R)-1-(1-naphthyl)ethyl]amino}methyl)-4-phenylpyrrolidin-1-yl]-1-oxopropan-2-ol hydrochloride). Yield: 10.2%. RXN SMILES: [OH:1][C:2]([CH3:7])([CH3:6])[C:3](O)=[O:4].CCN=C=NCCCN(C)C.[ClH:19].C1C=CC2N(O)N=NC=2C=1.[C:30]1([C@H:40]([N:42]([CH2:50][CH:51]2[CH:55]([C:56]3[CH:61]=[CH:60][CH:59]=[CH:58][CH:57]=3)[CH2:54][NH:53][CH2:52]2)C(=O)OC(C)(C)C)[CH3:41])[C:39]2[C:34](=[CH:35][CH:36]=[CH:37][CH:38]=2)[CH:33]=[CH:32][CH:31]=1.C(=O)(O)[O-].[Na+]>O.C(#N)C>[ClH:19].[CH3:6][C:2]([OH:1])([CH3:7])[C:3]([N:53]1[CH2:54][CH:55]([C:56]2[CH:57]=[CH:58][CH:59]=[CH:60][CH:61]=2)[CH:51]([CH2:50][NH:42][C@@H:40]([C:30]2[C:39]3[C:34](=[CH:35][CH:36]=[CH:37][CH:38]=3)[CH:33]=[CH:32][CH:31]=2)[CH3:41])[CH2:52]1)=[O:4] |f:1.2,5.6,9.10|. Procedure: An 8 ml acetonitrile solution of 192 mg of 2-hydroxy-2-methylpropanoic acid was mixed with 392 mg of WSC hydrochloride, 62 mg of HOBt and 400 mg of tert-butyl [(1R)-1-(1-naphthyl)ethyl]{[4-phenylpyrrolidin-3-yl]methyl}carbamate and stirred at 60° C. for 12 hours. After completion of the reaction, 30 ml of water was added thereto, and acetonitrile was evaporated. This was extracted with ethylamine, the organic layer was concentrated, and then the thus obtained residue was purified by a silica gel...